Task: describe an organic reaction: reactants, conditions, products, and yield. Dataset: the Open Reaction Database (ORD), a public repository of structured organic reaction records Starting materials: CC(=O)[O-], O=C([O-])[O-], CC(=O)[O-], CC1CN(Cc2ccc(N(C)C(=O)c3ccc(Cl)nc3)cc2)CCN1C(=O)OC(C)(C)C, [Cs+], [Cs+], Nc1ccc(F)cc1, C1COCCO1, [Pd+2], c1ccc(P(c2ccccc2)c2ccc3ccccc3c2-c2c(P(c3ccccc3)c3ccccc3)ccc3ccccc23)cc1. Yields the product CC1CN(Cc2ccc(N(C)C(=O)c3ccc(Nc4ccc(F)cc4)nc3)cc2)CCN1C(=O)OC(C)(C)C. As a reaction SMILES: [C:104]([O-:105])(=[O:106])[CH3:107].[C:47](=[O:48])([O-:49])[O-:50].[C:99]([O-:100])(=[O:101])[CH3:102].[Cl:61][c:62]1[cH:63][cH:64][c:65]([C:68](=[O:69])[N:70]([c:71]2[cH:72][cH:73][c:74]([CH2:77][N:78]3[CH2:79][CH:80]([CH3:91])[N:81]([C:84](=[O:85])[O:86][C:87]([CH3:88])([CH3:89])[CH3:90])[CH2:82][CH2:83]3)[cH:75][cH:76]2)[CH3:92])[cH:66][n:67]1.[Cs+:51].[Cs+:52].[NH2:53][c:54]1[cH:55][cH:56][c:57]([F:58])[cH:59][cH:60]1.[O:93]1[CH2:94][CH2:95][O:96][CH2:97][CH2:98]1.[Pd+2:103].[cH:1]1[cH:2][cH:3][c:4]([P:5]([c:6]2[cH:7][cH:8][c:9]3[c:10]([cH:11][cH:12][cH:13][cH:14]3)[c:15]2-[c:16]2[c:17]3[c:18]([cH:19][cH:20][cH:21][cH:22]3)[cH:23][cH:24][c:25]2[P:26]([c:27]2[cH:28][cH:29][cH:30][cH:31][cH:32]2)[c:33]2[cH:34][cH:35][cH:36][cH:37][cH:38]2)[c:39]2[cH:40][cH:41][cH:42][cH:43][cH:44]2)[cH:45][cH:46]1>>[NH:53]([c:54]1[cH:55][cH:56][c:57]([F:58])[cH:59][cH:60]1)[c:62]1[cH:63][cH:64][c:65]([C:68](=[O:69])[N:70]([c:71]2[cH:72][cH:73][c:74]([CH2:77][N:78]3[CH2:79][CH:80]([CH3:91])[N:81]([C:84](=[O:85])[O:86][C:87]([CH3:88])([CH3:89])[CH3:90])[CH2:82][CH2:83]3)[cH:75][cH:76]2)[CH3:92])[cH:66][n:67]1. Reactants: NCCCCCC(=O)O (6-aminocaproic acid), mixture, [OH-].[Na+] (NaOH), C(C1=CC=CC=C1)(=O)Cl (benzoyl chloride). Run in [Cl-].[Na+].O (brine), O.O1CCOCC1 (water dioxane), O (H2O). Reaction conditions: time 6 hour. The product is C(C1=CC=CC=C1)(=O)NCCCCCC(=O)O (6-Benzoylamino-hexanoic acid). As a reaction SMILES: [NH2:1][CH2:2][CH2:3][CH2:4][CH2:5][CH2:6][C:7]([OH:9])=[O:8].[OH-].[Na+].[C:12](Cl)(=[O:19])[C:13]1[CH:18]=[CH:17][CH:16]=[CH:15][CH:14]=1>O.O1CCOCC1.O.[Cl-].[Na+].O>[C:12]([NH:1][CH2:2][CH2:3][CH2:4][CH2:5][CH2:6][C:7]([OH:9])=[O:8])(=[O:19])[C:13]1[CH:18]=[CH:17][CH:16]=[CH:15][CH:14]=1 |f:1.2,4.5,7.8.9|. Reported procedure: (Method J10) To the solution of 6-aminocaproic acid (2h) (0.982 g, 7.5 mmol) in water/dioxane (1:1) mixture (30 ml) NaOH (0.8 g, 20 mmol) in H2O (2 ml) and benzoyl chloride (1/67) (1.16 ml, 10 mmol) were added. The mixture was stirred for 6 h at room temperature and diluted with brine (150 ml). The mixture was washed with diethyl ether (2×25 ml), acidified with conc. HCl to pH 4, and extracted with ethyl acetate (4×25 ml). The organic solution was washed with brine (3×25 ml), dried (Na2SO4) and ... The reactants are Clc1ncc(Br)c(Cl)n1, O=C([O-])[O-], CC(C)=O, CNC(=O)CC(C)NC1CCCC1, [K+], [K+]. The product is CNC(=O)CC(C)N(c1nc(Cl)ncc1Br)C1CCCC1. As a reaction SMILES: [Br:14][c:15]1[c:16]([Cl:22])[n:17][c:18]([Cl:21])[n:19][cH:20]1.[C:23](=[O:24])([O-:25])[O-:26].[CH3:29][C:30](=[O:31])[CH3:32].[CH:1]1([NH:6][CH:7]([CH2:8][C:9](=[O:10])[NH:11][CH3:12])[CH3:13])[CH2:2][CH2:3][CH2:4][CH2:5]1.[K+:27].[K+:28]>>[CH:1]1([N:6]([CH:7]([CH2:8][C:9](=[O:10])[NH:11][CH3:12])[CH3:13])[c:16]2[c:15]([Br:14])[cH:20][n:19][c:18]([Cl:21])[n:17]2)[CH2:2][CH2:3][CH2:4][CH2:5]1. Starting materials: NC1=NC(=CC(=N1)I)OC (2-amino-4-iodo-6-methoxypyrimidine), C(=O)(OC)C1=C(C=CC=C1)S(=O)(=O)N=C=O (2-carbomethoxybenzenesulfonyl isocyanate). Run in C(Cl)Cl (methylene chloride). Reaction conditions: time 20 hour. The product is IC1=NC(=NC(=C1)OC)NC(=O)NS(=O)(=O)C1=C(C(=O)OC)C=CC=C1 (2-[[(4-iodo-6-methoxypyrimidin-2-yl)aminocarbonyl]aminosulfonyl]benzoic acid, methyl ester). Yield: 20.4%. As a reaction SMILES: [NH2:1][C:2]1[N:7]=[C:6]([I:8])[CH:5]=[C:4]([O:9][CH3:10])[N:3]=1.[C:11]([C:15]1[CH:20]=[CH:19][CH:18]=[CH:17][C:16]=1[S:21]([N:24]=[C:25]=[O:26])(=[O:23])=[O:22])([O:13][CH3:14])=[O:12]>C(Cl)Cl>[I:8][C:6]1[CH:5]=[C:4]([O:9][CH3:10])[N:3]=[C:2]([NH:1][C:25]([NH:24][S:21]([C:16]2[CH:17]=[CH:18][CH:19]=[CH:20][C:15]=2[C:11]([O:13][CH3:14])=[O:12])(=[O:23])=[O:22])=[O:26])[N:7]=1. Procedure details: To a solution of 0.25 g of 2-amino-4-iodo-6-methoxypyrimidine in 5 mL of dry methylene chloride was added 0.30 g 2-carbomethoxybenzenesulfonyl isocyanate. The resulting solution was allowed to stand for 20 hours at ambient temperature. The solution was cooled in an ice bath and crystallization induced with scratching. The crystals were collected, washed with n-butylchloride and dried to afford 0.10 g of the title compound, m.p. b 194°-196° C. (dec).